Dataset: the Open Reaction Database (ORD), a public repository of structured organic reaction records. Task: describe an organic reaction: reactants, conditions, products, and yield The reactants are O=C([O-])[O-], C=CCBr, [K+], [K+], CN(C)C=O, O, O=C(O)Cc1ccc(O)cc1. Yields the product C=CCOc1ccc(CC(=O)O)cc1. As a reaction SMILES: [C:16](=[O:17])([O-:18])[O-:19].[CH2:12]([CH:13]=[CH2:14])[Br:15].[K+:20].[K+:21].[O:22]=[CH:23][N:24]([CH3:25])[CH3:26].[OH2:27].[OH:1][c:2]1[cH:3][cH:4][c:5]([CH2:8][C:9](=[O:10])[OH:11])[cH:6][cH:7]1>>[O:1]([c:2]1[cH:3][cH:4][c:5]([CH2:8][C:9](=[O:10])[OH:11])[cH:6][cH:7]1)[CH2:14][CH:13]=[CH2:12].